Dataset: the Open Reaction Database (ORD), a public repository of structured organic reaction records. Task: describe an organic reaction: reactants, conditions, products, and yield The reactants are ClCCCl, CCN(C(C)C)C(C)C, ClCCl, Cl, CNC(=O)c1c(-c2ccc(F)cc2)oc2ccc(-c3cc(C(=O)O)cc(F)c3C)cc12, On1nnc2ccccc21, NC1(c2ccccn2)CC1. Yields the product CNC(=O)c1c(-c2ccc(F)cc2)oc2ccc(-c3cc(C(=O)NC4(c5ccccn5)CC4)cc(F)c3C)cc12. RXN SMILES: [CH2:52]([Cl:53])[CH2:54][Cl:55].[CH:57]([N:58]([CH:59]([CH3:60])[CH3:61])[CH2:62][CH3:63])([CH3:64])[CH3:65].[Cl:66][CH2:67][Cl:68].[ClH:56].[F:1][c:2]1[cH:3][c:4]([C:5](=[O:6])[OH:7])[cH:8][c:9](-[c:12]2[cH:13][cH:14][c:15]3[c:16]([c:17]([C:27]([NH:28][CH3:29])=[O:30])[c:18](-[c:20]4[cH:21][cH:22][c:23]([F:26])[cH:24][cH:25]4)[o:19]3)[cH:31]2)[c:10]1[CH3:11].[OH:42][n:43]1[c:44]2[c:45]([cH:46][cH:47][cH:48][cH:49]2)[n:50][n:51]1.[n:32]1[c:33]([C:38]2([NH2:41])[CH2:39][CH2:40]2)[cH:34][cH:35][cH:36][cH:37]1>>[F:1][c:2]1[cH:3][c:4]([C:5](=[O:6])[NH:41][C:38]2([c:33]3[n:32][cH:37][cH:36][cH:35][cH:34]3)[CH2:39][CH2:40]2)[cH:8][c:9](-[c:12]2[cH:13][cH:14][c:15]3[c:16]([c:17]([C:27]([NH:28][CH3:29])=[O:30])[c:18](-[c:20]4[cH:21][cH:22][c:23]([F:26])[cH:24][cH:25]4)[o:19]3)[cH:31]2)[c:10]1[CH3:11]. Procedure details: To a stirred solution of methyl 4-(bromomethyl)-5-(4-chloro-2-methoxybenzoyl)-1-methylpyrrole-2-carboxylate (0.45 g, 0.0011 m) in dry methylene chloride (20 ml) at dry-ice/acetone bath temperature was added boron tribromide (1.3 ml of a 1.0 M solution in methylene chloride) all at once. After 2 hours at these temperatures, the reaction mixture was allowed to warm to 0° C. and kept in a wet-ice bath for an additional 4 hours. Methylene chloride (30 ml) was added, followed by 50 g of ice-water. Th... Conditions: temperature 0 celsius, time 2 hour. The reactants are ice water, BrCC=1C=C(N(C1C(C1=C(C=C(C=C1)Cl)OC)=O)C)C(=O)OC (methyl 4-(bromomethyl)-5-(4-chloro-2-methoxybenzoyl)-1-methylpyrrole-2-carboxylate), B(Br)(Br)Br (boron tribromide), solution. RXN SMILES: BrC[C:3]1[CH:4]=[C:5]([C:20]([O:22][CH3:23])=[O:21])[N:6]([CH3:19])[C:7]=1[C:8](=[O:18])[C:9]1[CH:14]=[CH:13][C:12]([Cl:15])=[CH:11][C:10]=1[O:16][CH3:17].B(Br)(Br)Br>C(Cl)Cl>[Cl:15][C:12]1[CH:13]=[CH:14][C:9]2[C:8](=[O:18])[C:7]3[N:6]([CH3:19])[C:5]([C:20]([O:22][CH3:23])=[O:21])=[CH:4][C:3]=3[CH2:17][O:16][C:10]=2[CH:11]=1. Product: ClC1=CC2=C(C(C=3N(C(=CC3CO2)C(=O)OC)C)=O)C=C1 (methyl 7-chloro-4,10-dihydro-1-methyl-10-oxo-1H[1]benzoxepino[4,3-b]pyrrole-2-carboxylate). The solvent is C(Cl)Cl (methylene chloride), C(Cl)Cl (methylene chloride), C(Cl)Cl (Methylene chloride). The reactants are Cc1ccc(S(=O)(=O)OCCCN2CCC(Cc3ccccc3)CC2)cc1, [N-]=[N+]=[N-], [Na+], CN(C)C=O, O. Yields the product [N-]=[N+]=NCCCN1CCC(Cc2ccccc2)CC1. Reaction SMILES: [CH2:5]([c:6]1[cH:7][cH:8][cH:9][cH:10][cH:11]1)[CH:12]1[CH2:13][CH2:14][N:15]([CH2:18][CH2:19][CH2:20][O:21][S:22]([c:23]2[cH:24][cH:25][c:26]([CH3:27])[cH:28][cH:29]2)(=[O:30])=[O:31])[CH2:16][CH2:17]1.[N-:2]=[N+:3]=[N-:4].[Na+:1].[O:32]=[CH:33][N:34]([CH3:35])[CH3:36].[OH2:37]>>[N:2](=[N+:3]=[N-:4])[CH2:20][CH2:19][CH2:18][N:15]1[CH2:14][CH2:13][CH:12]([CH2:5][c:6]2[cH:7][cH:8][cH:9][cH:10][cH:11]2)[CH2:17][CH2:16]1. Starting materials: COCCCN1CCOc2ccc(COC3CN(C(=O)OCc4ccccc4)C(CC(=O)O)CC3c3ccc(OC)cc3)cc21, NCc1ccccc1. Product: COCCCN1CCOc2ccc(COC3CN(C(=O)OCc4ccccc4)C(CC(=O)NCc4ccccc4)CC3c3ccc(OC)cc3)cc21. As a reaction SMILES: [CH2:1]([c:2]1[cH:3][cH:4][cH:5][cH:6][cH:7]1)[O:8][C:9](=[O:10])[N:11]1[CH:12]([CH2:42][C:43](=[O:44])[OH:45])[CH2:13][CH:14]([c:34]2[cH:35][cH:36][c:37]([O:40][CH3:41])[cH:38][cH:39]2)[CH:15]([O:17][CH2:18][c:19]2[cH:20][cH:21][c:22]3[c:23]([cH:33]2)[N:24]([CH2:28][CH2:29][CH2:30][O:31][CH3:32])[CH2:25][CH2:26][O:27]3)[CH2:16]1.[NH2:46][CH2:47][c:48]1[cH:49][cH:50][cH:51][cH:52][cH:53]1>>[CH2:1]([c:2]1[cH:3][cH:4][cH:5][cH:6][cH:7]1)[O:8][C:9](=[O:10])[N:11]1[CH:12]([CH2:42][C:43](=[O:44])[NH:46][CH2:47][c:48]2[cH:49][cH:50][cH:51][cH:52][cH:53]2)[CH2:13][CH:14]([c:34]2[cH:35][cH:36][c:37]([O:40][CH3:41])[cH:38][cH:39]2)[CH:15]([O:17][CH2:18][c:19]2[cH:20][cH:21][c:22]3[c:23]([cH:33]2)[N:24]([CH2:28][CH2:29][CH2:30][O:31][CH3:32])[CH2:25][CH2:26][O:27]3)[CH2:16]1. Starting materials: C[C@@H]1[C@@H]2[C@H](C(=O)N2C(=C1S[C@H]3C[C@H](NC3)C(=O)N(C)C)C(=O)O)[C@@H](C)O (meropenem), C[C@@H]1[C@@H]2[C@H](C(=O)N2C(=C1S[C@H]3C[C@H](NC3)C(=O)N(C)C)C(=O)O)[C@@H](C)O (meropenem), P(=O)([O-])([O-])[O-] (phosphate), N1CCOCC1 (morpholine). The reagents and catalysts are [Pd] (palladium on charcoal). Solvent: O1CCCC1 (tetrahydrofuran), O.C(O)(O)=O (carbonate water). Yields the product C[C@@H]1[C@@H]2[C@H](C(=O)N2C(=C1S[C@H]3C[C@H](NC3)C(=O)N(C)C)C(=O)O)[C@@H](C)O.O.O.O (meropenem trihydrate). As a reaction SMILES: [CH3:1][C@H:2]1[C:9]([S:10][C@@H:11]2[CH2:15][NH:14][C@H:13]([C:16]([N:18]([CH3:20])[CH3:19])=[O:17])[CH2:12]2)=[C:8]([C:21]([OH:23])=[O:22])[N:7]2[C@H:3]1[C@@H:4]([C@H:24]([OH:26])[CH3:25])[C:5]2=[O:6].P([O-])([O-])([O-])=[O:28].N1CC[O:35]CC1>[Pd].O1CCCC1.O.C(=O)(O)O>[CH3:1][C@H:2]1[C:9]([S:10][C@@H:11]2[CH2:15][NH:14][C@H:13]([C:16]([N:18]([CH3:19])[CH3:20])=[O:17])[CH2:12]2)=[C:8]([C:21]([OH:23])=[O:22])[N:7]2[C@H:3]1[C@@H:4]([C@H:24]([OH:26])[CH3:25])[C:5]2=[O:6].[OH2:28].[OH2:35].[OH2:6] |f:5.6,7.8.9.10|. Procedure details: The process described as above is used to manufacture proteceted meropenem in crystalline form with desirable yield in about 90-95% and with a purity above 99%. Furthermore, protected meropenem is treated with palladium on charcoal (Pd/C) in a mixture of tetrahydrofuran and carbonate water or phosphate buffer or morpholine buffer of pH-7 so as to retain reaction mass pH 6.5 to 6.9 at temperature of 30-35° C. for 2- 3 hours to achieve a maximum yield. After completion of the reaction, the reactio... The reactants are C(CCCCCCCCCCCCCCCCC)(=O)OCCCCCCCCCCCCCCCCCCCCCCCCCCC(=O)O (27-stearoyloxyheptacosanoic acid), ON1N=NC2=C1C=CC=C2 (1-hydroxybenzotriazole), OC[C@H](N)[C@H](O)[C@H](O)CCCCCCCCCCCCCC (phytosphingosine), C(C)(C)N=C=NC(C)C (N,N'-diisopropylcarbodiimide). The solvent is O1CCCC1 (tetrahydrofuran). Reaction conditions: temperature 50 celsius, time 4 hour. The product is C(CCCCCCCCCCCCCCCCC)(=O)OCCCCCCCCCCCCCCCCCCCCCCCCCCC(=O)N[C@@H](CO)[C@H](O)[C@H](O)CCCCCCCCCCCCCC (N-(27-stearoyloxy-heptacosanoyl)-phytosphingosine). As a reaction SMILES: [C:1]([O:20][CH2:21][CH2:22][CH2:23][CH2:24][CH2:25][CH2:26][CH2:27][CH2:28][CH2:29][CH2:30][CH2:31][CH2:32][CH2:33][CH2:34][CH2:35][CH2:36][CH2:37][CH2:38][CH2:39][CH2:40][CH2:41][CH2:42][CH2:43][CH2:44][CH2:45][CH2:46][C:47]([OH:49])=O)(=[O:19])[CH2:2][CH2:3][CH2:4][CH2:5][CH2:6][CH2:7][CH2:8][CH2:9][CH2:10][CH2:11][CH2:12][CH2:13][CH2:14][CH2:15][CH2:16][CH2:17][CH3:18].ON1C2C=CC=CC=2N=N1.[OH:60][CH2:61][C@@H:62]([C@@H:64]([C@@H:66]([CH2:68][CH2:69][CH2:70][CH2:71][CH2:72][CH2:73][CH2:74][CH2:75][CH2:76][CH2:77][CH2:78][CH2:79][CH2:80][CH3:81])[OH:67])[OH:65])[NH2:63].C(N=C=NC(C)C)(C)C>O1CCCC1>[C:1]([O:20][CH2:21][CH2:22][CH2:23][CH2:24][CH2:25][CH2:26][CH2:27][CH2:28][CH2:29][CH2:30][CH2:31][CH2:32][CH2:33][CH2:34][CH2:35][CH2:36][CH2:37][CH2:38][CH2:39][CH2:40][CH2:41][CH2:42][CH2:43][CH2:44][CH2:45][CH2:46][C:47]([NH:63][C@H:62]([C@@H:64]([C@@H:66]([CH2:68][CH2:69][CH2:70][CH2:71][CH2:72][CH2:73][CH2:74][CH2:75][CH2:76][CH2:77][CH2:78][CH2:79][CH2:80][CH3:81])[OH:67])[OH:65])[CH2:61][OH:60])=[O:49])(=[O:19])[CH2:2][CH2:3][CH2:4][CH2:5][CH2:6][CH2:7][CH2:8][CH2:9][CH2:10][CH2:11][CH2:12][CH2:13][CH2:14][CH2:15][CH2:16][CH2:17][CH3:18]. Reported procedure: A mixture of 27-stearoyloxyheptacosanoic acid (8.88 g, 12.8 mmoles), tetrahydrofuran (120 ml), dried 1-hydroxybenzotriazole (4 g, 34.1 mmoles), phytosphingosine (3.91 g, 12.33 mmoles) and N,N'-diisopropylcarbodiimide (2.55 ml, 16.3 mmoles) was stirred under nitrogen for 2 hours at 40° C. and for another 4 hours at 50° C. After filtration and recrystallisation from hot chloroform 8.84 g of the title compound was obtained.